describe an organic reaction: reactants, conditions, products, and yield From a dataset of the Open Reaction Database (ORD), a public repository of structured organic reaction records. Reactants: ClC=1C=C2C(=C(N(C2=CC1)S(=O)(=O)C1=CC=CC=C1)C(=O)OCC)S(=O)(=O)N1CC(OCC1)COC1=CC=CC=C1 (Ethyl(±)-5-chloro-3-{[2-(phenoxymethyl)morpholin-4-yl]sulfonyl}-1-(phenylsulfonyl)-1H-indole-2-carboxylate), ClC=1C=C2C(=C(NC2=CC1)C(=O)N)S(=O)(=O)N1C[C@H](OCC1)COC1=CC=CC=C1 ((S)-5-Chloro-3-{[2-(phenoxymethyl)morpholin-4-yl]sulfonyl}-1H-indole-2-carboxamide), O(C1=CC=CC=C1)C[C@@H]1CNCCO1 ((S)-2-(phenoxymethyl)morpholine). As a reaction SMILES: [Cl:1][C:2]1[CH:3]=[C:4]2[C:8](=[CH:9][CH:10]=1)[N:7]([S:11]([C:14]1[CH:19]=[CH:18][CH:17]=[CH:16][CH:15]=1)(=[O:13])=[O:12])[C:6]([C:20]([O:22][CH2:23][CH3:24])=[O:21])=[C:5]2[S:25]([N:28]1[CH2:33][CH2:32][O:31][CH:30]([CH2:34][O:35][C:36]2[CH:41]=[CH:40][CH:39]=[CH:38][CH:37]=2)[CH2:29]1)(=[O:27])=[O:26].ClC1C=C2C(=CC=1)NC(C(N)=O)=C2S(N1CCO[C@H](COC2C=CC=CC=2)C1)(=O)=O.O(C[C@H]1OCCNC1)C1C=CC=CC=1>>[Cl:1][C:2]1[CH:3]=[C:4]2[C:8](=[CH:9][CH:10]=1)[N:7]([S:11]([C:14]1[CH:19]=[CH:18][CH:17]=[CH:16][CH:15]=1)(=[O:12])=[O:13])[C:6]([C:20]([O:22][CH2:23][CH3:24])=[O:21])=[C:5]2[S:25]([N:28]1[CH2:33][CH2:32][O:31][C@H:30]([CH2:34][O:35][C:36]2[CH:41]=[CH:40][CH:39]=[CH:38][CH:37]=2)[CH2:29]1)(=[O:27])=[O:26]. Procedure: The product from Step A of Example 22 was resolved by preparative chiral HPLC (ChiralPak AD) to produce a first-eluting enantiomer and a second-eluting enantiomer. To assign the (S)-configuration to the first-eluting enantiomer, (S)-2-(phenoxymethyl)morpholine (from resolution of the racemate by preparative ChiralPak AD HPLC) was converted to the titled product using the procedure described in Step A of Example 22. The configuration of (S)-2-(phenoxymethyl)morpholine was assigned by 1H NMR analy... Yields the product ClC=1C=C2C(=C(N(C2=CC1)S(=O)(=O)C1=CC=CC=C1)C(=O)OCC)S(=O)(=O)N1C[C@H](OCC1)COC1=CC=CC=C1 (Ethyl (S)-5-chloro-3-{[2-(phenoxymethyl)morpholin-4-yl]sulfonyl}-1-(phenylsulfonyl)-1H-indole-2-carboxylate). The reactants are O=C(CCl)NC1COc2nc([N+](=O)[O-])cn2C1, Fc1cc(OC2CCNCC2)ccc1OC(F)(F)F. Yields the product O=C(CN1CCC(Oc2ccc(OC(F)(F)F)c(F)c2)CC1)NC1COc2nc([N+](=O)[O-])cn2C1. As a reaction SMILES: [Cl:1][CH2:2][C:3](=[O:4])[NH:5][CH:6]1[CH2:7][n:8]2[c:9]([n:12][c:13]([N+:15](=[O:16])[O-:17])[cH:14]2)[O:10][CH2:11]1.[F:18][c:19]1[cH:20][c:21]([O:22][CH:23]2[CH2:24][CH2:25][NH:26][CH2:27][CH2:28]2)[cH:29][cH:30][c:31]1[O:32][C:33]([F:34])([F:35])[F:36]>>[CH2:2]([C:3](=[O:4])[NH:5][CH:6]1[CH2:7][n:8]2[c:9]([n:12][c:13]([N+:15](=[O:16])[O-:17])[cH:14]2)[O:10][CH2:11]1)[N:26]1[CH2:25][CH2:24][CH:23]([O:22][c:21]2[cH:20][c:19]([F:18])[c:31]([O:32][C:33]([F:34])([F:35])[F:36])[cH:30][cH:29]2)[CH2:28][CH2:27]1.